This data is from the Open Reaction Database (ORD), a public repository of structured organic reaction records. The task is: describe an organic reaction: reactants, conditions, products, and yield The reactants are COc1ccc(C#N)cc1S(=O)(=O)NCCc1ccc(Br)cc1[N+](=O)[O-], CC(=O)O, Cl, N, C1CCOC1, [Zn]. The product is COc1ccc(C#N)cc1S(=O)(=O)NCCc1ccc(Br)cc1N. As a reaction SMILES: [Br:1][c:2]1[cH:3][c:4]([N+:24]([O-:25])=[O:26])[c:5]([CH2:8][CH2:9][NH:10][S:11](=[O:12])(=[O:13])[c:14]2[c:15]([O:22][CH3:23])[cH:16][cH:17][c:18]([C:20]#[N:21])[cH:19]2)[cH:6][cH:7]1.[CH3:27][C:28](=[O:29])[OH:30].[ClH:31].[NH3:32].[O:33]1[CH2:34][CH2:35][CH2:36][CH2:37]1.[Zn:38]>>[Br:1][c:2]1[cH:3][c:4]([NH2:24])[c:5]([CH2:8][CH2:9][NH:10][S:11](=[O:12])(=[O:13])[c:14]2[c:15]([O:22][CH3:23])[cH:16][cH:17][c:18]([C:20]#[N:21])[cH:19]2)[cH:6][cH:7]1. Starting materials: P(OCC)(OCC)OCC (Triethyl Phosphite), O (Water), C(C)(C)N(CC)C(C)C (Diisopropylethylamine). Reagents/catalysts: Amine. Product: OCP(OCC)(OCC)=O (Diethyl Hydroxymethylphosphonate). Reaction SMILES: [P:1]([O:8]CC)([O:5][CH2:6][CH3:7])[O:2][CH2:3][CH3:4].[CH:11](N(C(C)C)CC)(C)C.[OH2:20]>>[OH:20][CH2:11][P:1](=[O:8])([O:5][CH2:6][CH3:7])[O:2][CH2:3][CH3:4]. Reported procedure: Reaction Procedure Incorporating Triethyl Phosphite as an Acid/Water Reducer and Using Diisopropylethylamine as a Hindered Amine Catalyst (Controlled Addition/Exotherm) Starting materials: O=C1CCC(=O)N1Br, O=c1c2ccccc2c2nc3ccccn3c2n1-c1ccc([N+](=O)[O-])cc1, CN(C)C=O, O. Yields the product O=c1c2cc(Br)ccc2c2nc3ccccn3c2n1-c1ccc([N+](=O)[O-])cc1. As a reaction SMILES: [Br:1][N:2]1[C:3](=[O:4])[CH2:5][CH2:6][C:7]1=[O:8].[N+:9](=[O:10])([O-:11])[c:12]1[cH:13][cH:14][c:15](-[n:18]2[c:19](=[O:35])[c:20]3[cH:21][cH:22][cH:23][cH:24][c:25]3[c:26]3[c:27]2[n:28]2[c:29]([n:30]3)[cH:31][cH:32][cH:33][cH:34]2)[cH:16][cH:17]1.[O:37]=[CH:38][N:39]([CH3:40])[CH3:41].[OH2:36]>>[Br:1][c:22]1[cH:21][c:20]2[c:19](=[O:35])[n:18](-[c:15]3[cH:14][cH:13][c:12]([N+:9](=[O:10])[O-:11])[cH:17][cH:16]3)[c:27]3[c:26]([c:25]2[cH:24][cH:23]1)[n:30][c:29]1[n:28]3[cH:34][cH:33][cH:32][cH:31]1. Reactants: Amide, NCCC=1C=NC=CC1 (3-(2-aminoethyl)pyridine), ester, COC(=O)C=1C(=CC=C(C1)C=1SC=C(N1)C1=CC(=C(C=C1)Cl)Cl)C1=CC=C(C=C1)C(=O)O (4-[4-(3,4-dichloro-phenyl)-thiazol-2-yl]-biphenyl-2,4′-dicarboxylic acid 2-methyl ester), COC(=O)C=1C(=CC=C(C1)C=1SC=C(N1)C1=CC(=C(C=C1)Cl)Cl)C1=CC=C(C=C1)C(=O)O (4-[4-(3,4-dichloro-phenyl)-thiazol-2-yl]-biphenyl-2,4′-dicarboxylic acid 2-methyl ester). Product: ClC=1C=C(C=CC1Cl)C=1N=C(SC1)C=1C=C(C(=CC1)C1=CC=C(C=C1)C(NCCC=1C=NC=CC1)=O)C(=O)O (4-[4-(3,4-dichloro-phenyl)-thiazol-2-yl]-4′-(2-pyridin-3-yl-ethylcarbamoyl)-biphenyl-2-carboxylic acid). The yield is 106.9%. RXN SMILES: C[O:2][C:3]([C:5]1[C:6]([C:24]2[CH:29]=[CH:28][C:27]([C:30](O)=[O:31])=[CH:26][CH:25]=2)=[CH:7][CH:8]=[C:9]([C:11]2[S:12][CH:13]=[C:14]([C:16]3[CH:21]=[CH:20][C:19]([Cl:22])=[C:18]([Cl:23])[CH:17]=3)[N:15]=2)[CH:10]=1)=[O:4].[NH2:33][CH2:34][CH2:35][C:36]1[CH:37]=[N:38][CH:39]=[CH:40][CH:41]=1>>[Cl:23][C:18]1[CH:17]=[C:16]([C:14]2[N:15]=[C:11]([C:9]3[CH:10]=[C:5]([C:3]([OH:4])=[O:2])[C:6]([C:24]4[CH:29]=[CH:28][C:27]([C:30](=[O:31])[NH:33][CH2:34][CH2:35][C:36]5[CH:37]=[N:38][CH:39]=[CH:40][CH:41]=5)=[CH:26][CH:25]=4)=[CH:7][CH:8]=3)[S:12][CH:13]=2)[CH:21]=[CH:20][C:19]=1[Cl:22]. Procedure: Using the conditions of General Procedure E for Amide Coupling in Parallel Mode, 4-[4-(3,4-dichloro-phenyl)-thiazol-2-yl]-biphenyl-2,4′-dicarboxylic acid 2-methyl ester (which may be prepared as described for Intermediate 8; 100 mg, 0.21 mmol) was reacted with 3-(2-aminoethyl)pyridine (available from Aldrich Chemical Company, Inc.; 76 mg, 0.62 mmol). The resulting ester was hydrolyzed and the acid was purified using HPLC Purification Conditions B to give 4-[4-(3,4-dichloro-phenyl)-thiazol-2-yl]-... The reactants are COC(C)(C)C (tert-butyl methyl ether), C([O-])([O-])=O.[K+].[K+] (potassium carbonate), FC(C=1C=C(CN(C(C2=CN=C(C=C2C2=C(C=CC=C2)C)I)=O)C)C=C(C1)C(F)(F)F)(F)F (N-(3,5-Bis-trifluoromethyl-benzyl)-6-iodo-N-methyl-4-o-tolyl-nicotinamide), OC=1C=C(C#N)C=CC1 (3-hydroxybenzonitrile). The reagents and catalysts are [Cu-]=O (copper(I) oxide). Run in N1=CC=CC=C1 (pyridine). Yields the product FC(C=1C=C(CN(C(C2=CN=C(C=C2C2=C(C=CC=C2)C)OC2=CC(=CC=C2)C#N)=O)C)C=C(C1)C(F)(F)F)(F)F (N-(3,5-Bis-trifluoromethyl-benzyl)-6-(3-cyano-phenoxy)-N-methyl-4-o-tolyl-nicotinamide). Isolated yield 88.3%. Reaction SMILES: [F:1][C:2]([F:33])([F:32])[C:3]1[CH:4]=[C:5]([CH:25]=[C:26]([C:28]([F:31])([F:30])[F:29])[CH:27]=1)[CH2:6][N:7]([CH3:24])[C:8](=[O:23])[C:9]1[C:14]([C:15]2[CH:20]=[CH:19][CH:18]=[CH:17][C:16]=2[CH3:21])=[CH:13][C:12](I)=[N:11][CH:10]=1.[OH:34][C:35]1[CH:36]=[C:37]([CH:40]=[CH:41][CH:42]=1)[C:38]#[N:39].C(=O)([O-])[O-].[K+].[K+].COC(C)(C)C>N1C=CC=CC=1.[Cu-]=O>[F:1][C:2]([F:33])([F:32])[C:3]1[CH:4]=[C:5]([CH:25]=[C:26]([C:28]([F:31])([F:30])[F:29])[CH:27]=1)[CH2:6][N:7]([CH3:24])[C:8](=[O:23])[C:9]1[C:14]([C:15]2[CH:20]=[CH:19][CH:18]=[CH:17][C:16]=2[CH3:21])=[CH:13][C:12]([O:34][C:35]2[CH:42]=[CH:41][CH:40]=[C:37]([C:38]#[N:39])[CH:36]=2)=[N:11][CH:10]=1 |f:2.3.4|. Reported procedure: A solution of 200 mg (0.346 mmol) N-(3,5-bis-trifluoromethyl-benzyl)-6-iodo-N-methyl-4-o-tolyl-nicotinamide (Example 4) and 84 mg (0.69 mmol) 3-hydroxybenzonitrile in 4 ml pyridine was deoxygenated by three freeze-thaw cycles. After addition of 5 mg (0.04 mmol) copper(I) oxide and 96 mg (0.69 mmol) potassium carbonate under a stream of argon the reaction mixture was heated at reflux for 70 h. Cooling to room temperature was followed by dilution with tert-butyl methyl ether and washing with two p... Reactants: Cl (HCl), BrC=1C=C2C(C(=CN(C2=CC1)C1=CC=C(C=C1)F)C(=O)OCC)=O (Ethyl 6-bromo-1-(4-fluorophenyl)-4-oxo-1,4-dihydroquinoline-3-carboxylate), [OH-].[K+] (potassium hydroxide), C(C)(C)(C)P(C1=C(C=CC=C1)C1=C(C=C(C=C1C(C)C)C(C)C)C(C)C)C(C)(C)C (2-di-tert-butylphosphino-2′,4′,6′-triisopropylbiphenyl). The reagents and catalysts are C=1C=CC(=CC1)/C=C/C(=O)/C=C/C2=CC=CC=C2.C=1C=CC(=CC1)/C=C/C(=O)/C=C/C2=CC=CC=C2.C=1C=CC(=CC1)/C=C/C(=O)/C=C/C2=CC=CC=C2.[Pd].[Pd] (tris(dibenzylideneacetone)dipalladium(0)). The solvent is C(C)(=O)OCC (ethyl acetate), O1CCOCC1 (1,4-dioxane), O (water). Run at temperature 150 celsius. Product: FC1=CC=C(C=C1)N1C=C(C(C2=CC(=CC=C12)O)=O)C(=O)O (1-(4-Fluorophenyl)-6-hydroxy-4-oxo-1,4-dihydroquinoline-3-carboxylic acid). The yield is 100.0%. Reaction SMILES: Br[C:2]1[CH:3]=[C:4]2[C:9](=[CH:10][CH:11]=1)[N:8]([C:12]1[CH:17]=[CH:16][C:15]([F:18])=[CH:14][CH:13]=1)[CH:7]=[C:6]([C:19]([O:21]CC)=[O:20])[C:5]2=[O:24].[OH-:25].[K+].C(P(C(C)(C)C)C1C=CC=CC=1C1C(C(C)C)=CC(C(C)C)=CC=1C(C)C)(C)(C)C.Cl>O1CCOCC1.O.C(OCC)(=O)C.C1C=CC(/C=C/C(/C=C/C2C=CC=CC=2)=O)=CC=1.C1C=CC(/C=C/C(/C=C/C2C=CC=CC=2)=O)=CC=1.C1C=CC(/C=C/C(/C=C/C2C=CC=CC=2)=O)=CC=1.[Pd].[Pd]>[F:18][C:15]1[CH:16]=[CH:17][C:12]([N:8]2[C:9]3[C:4](=[CH:3][C:2]([OH:25])=[CH:11][CH:10]=3)[C:5](=[O:24])[C:6]([C:19]([OH:21])=[O:20])=[CH:7]2)=[CH:13][CH:14]=1 |f:1.2,8.9.10.11.12|. Procedure details: Compound D (500 mg, 1.28 mmol, 1.00 eq), potassium hydroxide (216 mg, 3.84 mmol, 3.00 eq), tris(dibenzylideneacetone)dipalladium(0) (70.4 mg, 0.0769 mmol, 0.0600 eq) and 2-di-tert-butylphosphino-2′,4′,6′-triisopropylbiphenyl (65.3 mg, 0.154 mmol, 0.120 eq) were suspended in a mixture of 1,4-dioxane (3.2 mL) and water (3.2 mL) in a microwave vial and heated in a microwave reactor at 150° C. for 15 minutes. The reaction was neutralized with 2N HCl and the mixture was diluted with ethyl acetate and... The reactants are O=C([O-])O, ClCCl, [Na+], [Na+], [OH-], OCc1cccc2ccccc12, BrP(Br)Br. The product is BrCc1cccc2ccccc12. As a reaction SMILES: [C:17](=[O:18])([OH:19])[O-:20].[Cl:24][CH2:25][Cl:26].[Na+:21].[Na+:23].[OH-:22].[OH:1][CH2:2][c:3]1[cH:4][cH:5][cH:6][c:7]2[cH:8][cH:9][cH:10][cH:11][c:12]12.[P:13]([Br:14])([Br:15])[Br:16]>>[CH2:2]([c:3]1[cH:4][cH:5][cH:6][c:7]2[cH:8][cH:9][cH:10][cH:11][c:12]12)[Br:14]. Starting materials: C(C1=CC=CC=C1)OC=1C=C2C(C(C(C2=CC1)C1=CC2=C(C=C1)OCO2)C(=O)OC)=O (methyl 5-benzyloxy-1-(3,4-methylenedioxyphenyl)-3-oxoindane-2-carboxylate), ClC=1C(C(=C(C(C1Cl)=O)C#N)C#N)=O (2,3-dichloro-5,6-dicyano-1,4-benzoquinone). Solvent: C1=CC=CC=C1 (benzene). Conditions: temperature 0 celsius, time 1 hour. The product is C(C1=CC=CC=C1)OC=1C=C2C(C(=C(C2=CC1)C1=CC2=C(C=C1)OCO2)C(=O)OC)=O (Methyl 5-Benzyloxy-1-(3,4-methylenedioxyphenyl)-3-oxoindene-2-carboxylate). Yield: 60.3%. As a reaction SMILES: [CH2:1]([O:8][C:9]1[CH:10]=[C:11]2[C:15](=[CH:16][CH:17]=1)[CH:14]([C:18]1[CH:23]=[CH:22][C:21]3[O:24][CH2:25][O:26][C:20]=3[CH:19]=1)[CH:13]([C:27]([O:29][CH3:30])=[O:28])[C:12]2=[O:31])[C:2]1[CH:7]=[CH:6][CH:5]=[CH:4][CH:3]=1.ClC1C(=O)C(C#N)=C(C#N)C(=O)C=1Cl>C1C=CC=CC=1>[CH2:1]([O:8][C:9]1[CH:10]=[C:11]2[C:15](=[CH:16][CH:17]=1)[C:14]([C:18]1[CH:23]=[CH:22][C:21]3[O:24][CH2:25][O:26][C:20]=3[CH:19]=1)=[C:13]([C:27]([O:29][CH3:30])=[O:28])[C:12]2=[O:31])[C:2]1[CH:3]=[CH:4][CH:5]=[CH:6][CH:7]=1. Procedure details: To a solution of methyl 5-benzyloxy-1-(3,4-methylenedioxyphenyl)-3-oxoindane-2-carboxylate (27.3 g, 65.6 mmol) in benzene (90 ml), cooled in an ice-H2O bath, was added 2,3-dichloro-5,6-dicyano-1,4-benzoquinone (15.4 g, 67.8 mmol). The resulting mixture was stirred at 0° C. for 1 h, allowed to warm to room temperature for 1.5 h, and finally warmed to 40° C. for 1 h. The solid which formed was removed by filtration and washed with benzene. The combined filtrate and washings were poured into EtOAc ... Reactants: C(CCCCCCC\C=C/CCCCCCCC)(=O)O (oleic acid), esters, C(C(COCC(CO)O)O)O (diglycerol). Yields the product esters, C(CCCCCCCCCCC)(=O)O.OCC(O)CO.OCC(O)CO.C(CCCCCCCCCCC)(=O)O.C(CCCCCCCCCCC)(=O)O.OCC(O)CO.OCC(O)CO (diglycerol mono laurate diglycerol dilaurate). RXN SMILES: C(O)C(O)C[O:4][CH2:5][CH:6]([OH:9])[CH2:7][OH:8].[C:12]([OH:31])(=[O:30])[CH2:13][CH2:14][CH2:15][CH2:16][CH2:17][CH2:18][CH2:19]/[CH:20]=[CH:21]\[CH2:22][CH2:23]CCCCCC>>[C:12]([OH:31])(=[O:30])[CH2:13][CH2:14][CH2:15][CH2:16][CH2:17][CH2:18][CH2:19][CH2:20][CH2:21][CH2:22][CH3:23].[OH:4][CH2:5][CH:6]([CH2:7][OH:8])[OH:9].[OH:4][CH2:5][CH:6]([CH2:7][OH:8])[OH:9].[C:12]([OH:31])(=[O:30])[CH2:13][CH2:14][CH2:15][CH2:16][CH2:17][CH2:18][CH2:19][CH2:20][CH2:21][CH2:22][CH3:23].[C:12]([OH:31])(=[O:30])[CH2:13][CH2:14][CH2:15][CH2:16][CH2:17][CH2:18][CH2:19][CH2:20][CH2:21][CH2:22][CH3:23].[OH:4][CH2:5][CH:6]([CH2:7][OH:8])[OH:9].[OH:4][CH2:5][CH:6]([CH2:7][OH:8])[OH:9] |f:2.3.4.5.6.7.8|. Procedure details: From table 8 it appears that for esters of diglycerol and oleic acid optimum wearing reduction properties are provided by partial esters with a molar ratio diglycerol mono laurate/diglycerol dilaurate of more than 1.0. The reactants are CC(C)(O)COc1ccc(Br)cc1, CNCCNC, O=c1[nH]ccnc1OCCc1ccc(Cl)cc1, [Cu], [K+], [K+], [K+], C1COCCO1, O=P([O-])([O-])[O-]. Product: CC(C)(O)COc1ccc(-n2ccnc(OCCc3ccc(Cl)cc3)c2=O)cc1. As a reaction SMILES: [Br:26][c:27]1[cH:28][cH:29][c:30]([O:31][CH2:32][C:33]([CH3:34])([OH:35])[CH3:36])[cH:37][cH:38]1.[CH3:39][NH:40][CH2:41][CH2:42][NH:43][CH3:44].[Cl:1][c:2]1[cH:3][cH:4][c:5]([CH2:6][CH2:7][O:8][c:9]2[c:10](=[O:15])[nH:11][cH:12][cH:13][n:14]2)[cH:16][cH:17]1.[Cu:51].[K+:23].[K+:24].[K+:25].[O:45]1[CH2:46][CH2:47][O:48][CH2:49][CH2:50]1.[P:18]([O-:19])([O-:20])([O-:21])=[O:22]>>[Cl:1][c:2]1[cH:3][cH:4][c:5]([CH2:6][CH2:7][O:8][c:9]2[c:10](=[O:15])[n:11](-[c:27]3[cH:28][cH:29][c:30]([O:31][CH2:32][C:33]([CH3:34])([OH:35])[CH3:36])[cH:37][cH:38]3)[cH:12][cH:13][n:14]2)[cH:16][cH:17]1.